From a dataset of the Open Reaction Database (ORD), a public repository of structured organic reaction records. describe an organic reaction: reactants, conditions, products, and yield The reactants are [OH-].[K+] (potassium hydroxide), C(C)S(=O)(=O)C=1C=C(C=CC1)C1=C2C3=C(NC2=CC(=C1)C#N)N=CC(=C3)C (5-(3-Ethanesulfonyl-phenyl)-3-methyl-9H-pyrido[2,3-b]indole-7-carbonitrile), Cl (HCl). The solvent is OO (H2O2), O1CCOCC1 (dioxane). Conditions: time 18 hour. The product is C(C)S(=O)(=O)C=1C=C(C=CC1)C1=C2C3=C(NC2=CC(=C1)C(=O)N)N=CC(=C3)C (5-(3-Ethanesulfonyl-phenyl)-3-methyl-9H-pyrido[2,3-b]indole-7-carboxylic acid amide). Isolated yield 47.0%. Reaction SMILES: [CH2:1]([S:3]([C:6]1[CH:7]=[C:8]([C:12]2[CH:20]=[C:19]([C:21]#[N:22])[CH:18]=[C:17]3[C:13]=2[C:14]2[CH:26]=[C:25]([CH3:27])[CH:24]=[N:23][C:15]=2[NH:16]3)[CH:9]=[CH:10][CH:11]=1)(=[O:5])=[O:4])[CH3:2].[OH-:28].[K+].Cl>O1CCOCC1.OO>[CH2:1]([S:3]([C:6]1[CH:7]=[C:8]([C:12]2[CH:20]=[C:19]([C:21]([NH2:22])=[O:28])[CH:18]=[C:17]3[C:13]=2[C:14]2[CH:26]=[C:25]([CH3:27])[CH:24]=[N:23][C:15]=2[NH:16]3)[CH:9]=[CH:10][CH:11]=1)(=[O:5])=[O:4])[CH3:2] |f:1.2|. Reported procedure: Compound 126 (30 mg, 0.08 mmol) stirred in dioxane (2 mL) at r.t. A solution of potassium hydroxide (25 mg, 0.44 mmol) in 30% H2O2 solution (1 mL) was added, and the reaction stirred for 18 h. The solution was neutralized with 1N HCl and concentrated in vacuo. Purification by silica gel chromatography (5 to 8% MeOH/CH2Cl2 gave 14.8 mg (47%) of the title compound as a white solid. 1H NMR (400 MHz, CD3OD) δ 8.28 (s, 1H), 8.22 (s, 1H), 8.12 (s, 1H), 8.10 (d, 1H, J=7.6 Hz), 8.02 (d, 1H, J=7.6 Hz), 7... The reactants are ClC1=NC(=NC=C1C(F)(F)F)NC1=C(C=C(CP(OCC)(OCC)=O)C=C1)OCC (diethyl (4-{[4-chloro-5-(trifluoromethyl)pyrimidin-2-yl]amino}-3-ethoxybenzyl)phosphonate), ClC1=NC(=NC=C1C(F)(F)F)NC1=C(C=C(CP(OCC)(OCC)=O)C=C1)OCC (diethyl (4-{[4-chloro-5-(trifluoromethyl)pyrimidin-2-yl]amino}-3-ethoxybenzyl)phosphonate), NC=1C=CC(=C2CN(C(C12)=O)C)[C@@H]1CC[C@H](CC1)C(=O)OCC (ethyl trans-4-(7-amino-2-methyl-1-oxo-2,3-dihydro-1H-isoindol-4-yl)cyclohexanecarboxylate). Yields the product C(C)OP(=O)(OCC)CC1=CC(=C(C=C1)NC1=NC=C(C(=N1)NC=1C=CC(=C2CN(C(C12)=O)C)[C@@H]1CC[C@H](CC1)C(=O)OCC)C(F)(F)F)OCC (Ethyl trans-4-(7-{[2-({4-[(diethoxyphosphoryl)methyl]-2-ethoxyphenyl}amino)-5-(trifluoromethyl)pyrimidin-4-yl]amino}-2-methyl-1-oxo-2,3-dihydro-1H-isoindol-4-yl)cyclohexanecarboxylate). Yield: 65.2%. As a reaction SMILES: Cl[C:2]1[C:7]([C:8]([F:11])([F:10])[F:9])=[CH:6][N:5]=[C:4]([NH:12][C:13]2[CH:27]=[CH:26][C:16]([CH2:17][P:18](=[O:25])([O:22][CH2:23][CH3:24])[O:19][CH2:20][CH3:21])=[CH:15][C:14]=2[O:28][CH2:29][CH3:30])[N:3]=1.[NH2:31][C:32]1[CH:33]=[CH:34][C:35]([C@H:43]2[CH2:48][CH2:47][C@H:46]([C:49]([O:51][CH2:52][CH3:53])=[O:50])[CH2:45][CH2:44]2)=[C:36]2[C:40]=1[C:39](=[O:41])[N:38]([CH3:42])[CH2:37]2>>[CH2:20]([O:19][P:18]([CH2:17][C:16]1[CH:26]=[CH:27][C:13]([NH:12][C:4]2[N:3]=[C:2]([NH:31][C:32]3[CH:33]=[CH:34][C:35]([C@H:43]4[CH2:44][CH2:45][C@H:46]([C:49]([O:51][CH2:52][CH3:53])=[O:50])[CH2:47][CH2:48]4)=[C:36]4[C:40]=3[C:39](=[O:41])[N:38]([CH3:42])[CH2:37]4)[C:7]([C:8]([F:11])([F:10])[F:9])=[CH:6][N:5]=2)=[C:14]([O:28][CH2:29][CH3:30])[CH:15]=1)([O:22][CH2:23][CH3:24])=[O:25])[CH3:21]. Procedure: The title compound was prepared according to the procedure for Example 102 using of diethyl (4-{[4-chloro-5-(trifluoromethyl)pyrimidin-2-yl]amino}-3-ethoxybenzyl)phosphonate (Compound 244A, 29.84 mg, 0.064 mmol) and ethyl trans-4-(7-amino-2-methyl-1-oxo-2,3-dihydro-1H-isoindol-4-yl)cyclohexanecarboxylate (22.2 mg, 0.070 mmol). 31.2 mg (65%) of the desired product was isolated after work-up/chromatography. 1H NMR (400 MHz, MeOD) δ ppm 8.48 (d, J=7.83 Hz, 1 H), 8.35 (s, 1 H), 7.87 (d, J=8.08 Hz, 1... The reactants are C(=O)(C(F)(F)F)O (TFA), NC1=C2C(=NC=N1)N(N=C2C)C(C)C=2C(=C(C(=C(C2)Cl)C)C=2C=NN(C2)C2CCN(CC2)C(=O)OC(C)(C)C)OC (tert-butyl 4-(4-{3-[1-(4-amino-3-methyl-1H-pyrazolo[3,4-d]pyrimidin-1-yl)ethyl]-5-chloro-2-methoxy-6-methylphenyl}-1H-pyrazol-1-yl)piperidine-1-carboxylate). The solvent is C(Cl)Cl (methylene chloride). Conditions: time 1 hour. Yields the product ClC=1C(=C(C(=C(C1)C(C)N1N=C(C=2C1=NC=NC2N)C)OC)C=2C=NN(C2)C2CCNCC2)C (1-(1-(5-Chloro-2-methoxy-4-methyl-3-(1-(piperidin-4-yl)-1H-pyrazol-4-yl)phenyl)ethyl)-3-methyl-1H-pyrazolo[3,4-d]pyrimidin-4-amine). RXN SMILES: C(O)(C(F)(F)F)=O.[NH2:8][C:9]1[N:14]=[CH:13][N:12]=[C:11]2[N:15]([CH:19]([C:21]3[C:22]([O:47][CH3:48])=[C:23]([C:29]4[CH:30]=[N:31][N:32]([CH:34]5[CH2:39][CH2:38][N:37](C(OC(C)(C)C)=O)[CH2:36][CH2:35]5)[CH:33]=4)[C:24]([CH3:28])=[C:25]([Cl:27])[CH:26]=3)[CH3:20])[N:16]=[C:17]([CH3:18])[C:10]=12>C(Cl)Cl>[Cl:27][C:25]1[C:24]([CH3:28])=[C:23]([C:29]2[CH:30]=[N:31][N:32]([CH:34]3[CH2:35][CH2:36][NH:37][CH2:38][CH2:39]3)[CH:33]=2)[C:22]([O:47][CH3:48])=[C:21]([CH:19]([N:15]2[C:11]3=[N:12][CH:13]=[N:14][C:9]([NH2:8])=[C:10]3[C:17]([CH3:18])=[N:16]2)[CH3:20])[CH:26]=1. Reported procedure: TFA (0.3 mL, 4 mmol) was added to a solution of tert-butyl 4-(4-{3-[1-(4-amino-3-methyl-1H-pyrazolo[3,4-d]pyrimidin-1-yl)ethyl]-5-chloro-2-methoxy-6-methylphenyl}-1H-pyrazol-1-yl)piperidine-1-carboxylate (30 mg, 0.052 mmol) in methylene chloride (0.2 mL) at room temperature and the mixture was stirred for 1 h. The crude was purified using RP-HPLC (XBridge C18 column, eluting with a gradient of acetonitrile/water containing 0.1% ammonium hydroxide, at flow rate of 30 mL/min) to give the desired p... Reactants: C(C)(=O)O (acetic acid), CN1C(NC(C=2N(C(=NC12)Br)CC#CC)=O)=O (3-methyl-7-(2-butin-1-yl)-8-bromoxanthine), ClCC1=NC2=CC=CC=C2C(=N1)C (2-chloromethyl-4-methylquinazoline), C([O-])([O-])=O.[Na+].[Na+] (sodium carbonate). The solvent is C(C)O (ethanol), O (water), CN1C(CCC1)=O (N-methyl-2-pyrrolidone). Conditions: temperature 140 celsius, time 2 hour. Yields the product CC1=NC(=NC2=CC=CC=C12)CN1C(=O)N(C=2N=C(N(C2C1=O)CC#CC)Br)C (1-[(4-Methylquinazolin-2-yl)methyl]-3-methyl-7-(2-butin-1-yl)-8-bromoxanthine). RXN SMILES: [CH3:1][N:2]1[C:10]2[N:9]=[C:8]([Br:11])[N:7]([CH2:12][C:13]#[C:14][CH3:15])[C:6]=2[C:5](=[O:16])[NH:4][C:3]1=[O:17].Cl[CH2:19][C:20]1[N:29]=[C:28]([CH3:30])[C:27]2[C:22](=[CH:23][CH:24]=[CH:25][CH:26]=2)[N:21]=1.C(=O)([O-])[O-].[Na+].[Na+].C(O)(=O)C>C(O)C.O.CN1CCCC1=O>[CH3:30][C:28]1[C:27]2[C:22](=[CH:23][CH:24]=[CH:25][CH:26]=2)[N:21]=[C:20]([CH2:19][N:4]2[C:5](=[O:16])[C:6]3[N:7]([CH2:12][C:13]#[C:14][CH3:15])[C:8]([Br:11])=[N:9][C:10]=3[N:2]([CH3:1])[C:3]2=[O:17])[N:29]=1 |f:2.3.4|. Procedure details: 10.00 kg (33.66 mol) of 3-methyl-7-(2-butin-1-yl)-8-bromoxanthine, 7.13 kg (37.02 mol) of 2-chloromethyl-4-methylquinazoline, 3.92 kg (37.02 mol) of anhydrous sodium carbonate and 30 liters of N-methyl-2-pyrrolidone are initially charged in the reactor. The reactor contents are heated to 140° C. and stirred at 140° C. for 2 hours. After the reaction has ended, the reaction mixture is cooled to 80° C. and diluted with 60 liters of 96% ethanol and subsequently at 70° C. with 55 liters of water. At... The reactants are COC(C)C1=CC=C(C=C1)O ((-)-4-(1-methoxyethyl)phenol), C(CCCCCCC)OC1=CC=C(C(=O)Cl)C=C1 (4-octyloxybenzoic acid chloride). Yields the product C(CCCCCCC)OC1=CC=C(C(=O)OC2=CC=C(C=C2)C(C)OC)C=C1 ((-)-4-(1-methoxyethyl)phenyl 4-octyloxybenzoate). RXN SMILES: [CH3:1][O:2][CH:3]([C:5]1[CH:10]=[CH:9][C:8]([OH:11])=[CH:7][CH:6]=1)[CH3:4].[CH2:12]([O:20][C:21]1[CH:29]=[CH:28][C:24]([C:25](Cl)=[O:26])=[CH:23][CH:22]=1)[CH2:13][CH2:14][CH2:15][CH2:16][CH2:17][CH2:18][CH3:19]>>[CH2:12]([O:20][C:21]1[CH:22]=[CH:23][C:24]([C:25]([O:11][C:8]2[CH:9]=[CH:10][C:5]([CH:3]([O:2][CH3:1])[CH3:4])=[CH:6][CH:7]=2)=[O:26])=[CH:28][CH:29]=1)[CH2:13][CH2:14][CH2:15][CH2:16][CH2:17][CH2:18][CH3:19]. Reported procedure: The procedure of Example 26 was followed except for use of (-)-4-(1-methoxyethyl)phenol in place of (+)-4-(1-methoxyethyl)phenol and 4-octyloxybenzoic acid chloride in place of 4'-octyloxy-4-biphenylcarboxylic acid chloride to obtain (-)-4-(1-methoxyethyl)phenyl 4-octyloxybenzoate. [α]D20 =-57.5° (c=1, CHCl3). The reactants are CC(CCO)CCOC(C)C, BrP(Br)Br, c1ccncc1. Yields the product CC(CCBr)CCOC(C)C. As a reaction SMILES: [CH:11]([CH3:12])([CH3:13])[O:14][CH2:15][CH2:16][CH:17]([CH2:18][CH2:19][OH:20])[CH3:21].[P:1]([Br:2])([Br:3])[Br:4].[cH:5]1[cH:6][cH:7][n:8][cH:9][cH:10]1>>[Br:2][CH2:19][CH2:18][CH:17]([CH2:16][CH2:15][O:14][CH:11]([CH3:12])[CH3:13])[CH3:21]. Reactants: CCOC(=O)Cc1nsc(NC(=O)OCC)n1, CS(C)=O, CON, CO, Cl, I, [Na+], [OH-], O=S(=O)(O)O. Product: CCOC(=O)Nc1nc(C(=NOC)C(=O)OCC)ns1. RXN SMILES: [CH2:1]([CH3:2])[O:3][C:4](=[O:5])[NH:6][c:7]1[n:8][c:9]([CH2:12][C:13](=[O:14])[O:15][CH2:16][CH3:17])[n:10][s:11]1.[CH3:18][S:19](=[O:20])[CH3:21].[CH3:29][O:30][NH2:31].[CH3:34][OH:35].[ClH:28].[I:22].[Na+:33].[OH-:32].[S:23](=[O:24])(=[O:25])([OH:26])[OH:27]>>[CH2:1]([CH3:2])[O:3][C:4](=[O:5])[NH:6][c:7]1[n:8][c:9]([C:12]([C:13](=[O:14])[O:15][CH2:16][CH3:17])=[N:31][O:30][CH3:29])[n:10][s:11]1. Reactants: [Si](C1=CC=CC=C1)(C1=CC=CC=C1)(C(C)(C)C)O[C@@H](CCCCOC1(CCN(CC1)C(=O)OC(C)(C)C)CI)C ((R)-tert-butyl 4-((5-((tert-butyldiphenylsilyl)oxy)hexyl)oxy)-4-(iodomethyl)piperidine-1-carboxylate), TEA. The reagents and catalysts are [Pd] (Pd—C). The solvent is CO (MeOH). Conditions: time 16 hour. The product is [Si](C1=CC=CC=C1)(C1=CC=CC=C1)(C(C)(C)C)O[C@@H](CCCCOC1(CCN(CC1)C(=O)OC(C)(C)C)C)C ((R)-tert-butyl 4-((5-((tert-butyldiphenylsilyl)oxy)hexyl)oxy)-4-methylpiperidine-1-carboxylate). The yield is 77.5%. Reaction SMILES: [Si:1]([O:18][C@H:19]([CH3:40])[CH2:20][CH2:21][CH2:22][CH2:23][O:24][C:25]1([CH2:38]I)[CH2:30][CH2:29][N:28]([C:31]([O:33][C:34]([CH3:37])([CH3:36])[CH3:35])=[O:32])[CH2:27][CH2:26]1)([C:14]([CH3:17])([CH3:16])[CH3:15])([C:8]1[CH:13]=[CH:12][CH:11]=[CH:10][CH:9]=1)[C:2]1[CH:7]=[CH:6][CH:5]=[CH:4][CH:3]=1>CO.[Pd]>[Si:1]([O:18][C@H:19]([CH3:40])[CH2:20][CH2:21][CH2:22][CH2:23][O:24][C:25]1([CH3:38])[CH2:30][CH2:29][N:28]([C:31]([O:33][C:34]([CH3:37])([CH3:36])[CH3:35])=[O:32])[CH2:27][CH2:26]1)([C:14]([CH3:16])([CH3:17])[CH3:15])([C:8]1[CH:9]=[CH:10][CH:11]=[CH:12][CH:13]=1)[C:2]1[CH:3]=[CH:4][CH:5]=[CH:6][CH:7]=1. Procedure: To a solution of (R)-tert-butyl 4-((5-((tert-butyldiphenylsilyl)oxy)hexyl)oxy)-4-(iodomethyl)piperidine-1-carboxylate (13 g, 19.12 mmol) in MeOH (100 mL) was added TEA (5.33 mL, 38.2 mmol) followed by 10% Pd—C (1.018 g, 0.956 mmol) and the resulting mixture was subjected to hydrogenolysis under PAR at 50 PSI. After 16 h, mixture was filtered through a pad of celite and the filtrate was concentrated. The residue was then purified by Biotage (0-15% EtOAc/hexane) to afford (R)-tert-butyl 4-((5-((te... The reactants are C(C1=CC=CC=C1)O[C@@H]1[C@H](CCC1)C1=CC=NN1C1OCCCC1 (5-[(1R*,2S*)-2-(benzyloxy)cyclopentyl]-1-(tetrahydro-2H-pyran-2-yl)-1H-pyrazole). Solvent: ClCCl (dichloromethane), FC(C(=O)O)(F)F (trifluoroacetic acid). Run at time 12 hour. Product: C(C1=CC=CC=C1)O[C@@H]1[C@H](CCC1)C1=CC=NN1 (5-[(1R*,2S*)-2-(Benzyloxy)cyclopentyl]-1H-pyrazole). Yield: 98.5%. Reaction SMILES: [CH2:1]([O:8][C@H:9]1[CH2:13][CH2:12][CH2:11][C@@H:10]1[C:14]1[N:18](C2CCCCO2)[N:17]=[CH:16][CH:15]=1)[C:2]1[CH:7]=[CH:6][CH:5]=[CH:4][CH:3]=1>ClCCl.FC(F)(F)C(O)=O>[CH2:1]([O:8][C@H:9]1[CH2:13][CH2:12][CH2:11][C@@H:10]1[C:14]1[NH:18][N:17]=[CH:16][CH:15]=1)[C:2]1[CH:3]=[CH:4][CH:5]=[CH:6][CH:7]=1. Reported procedure: To a solution of the 5-[(1R*,2S*)-2-(benzyloxy)cyclopentyl]-1-(tetrahydro-2H-pyran-2-yl)-1H-pyrazole (1.15 g, 3.52 mmol) prepared in Example 148a in dichloromethane (10 mL), trifluoroacetic acid (5.0 mL) was added at room temperature, and the reaction solution was stirred for 12 hours. The reaction solution was concentrated, and a saturated aqueous solution of sodium hydrogencarbonate (50 mL) was added to the residue, followed by extraction with ethyl acetate (50 mL). The thus obtained organic l...